From a dataset of the Open Reaction Database (ORD), a public repository of structured organic reaction records. describe an organic reaction: reactants, conditions, products, and yield Reactants: OC1=CC=C(C=C1)C(=O)C1=C(C=CC=C1)C(F)(F)F (2-Trifluoromethylphenyl 4-hydroxyphenyl ketone), ClC1=CC=NC2=CC(=C(C=C12)OC)OC (4-Chloro-6,7-dimethoxyquinoline). The reagents and catalysts are CN(C1=CC=NC=C1)C (4-dimethylaminopyridine). The solvent is C=1(C(=CC=CC1)C)C (xylene). Conditions: time 1 hour. The product is FC(C1=C(C=CC=C1)C(=O)C1=CC=C(C=C1)OC1=CC=NC2=CC(=C(C=C12)OC)OC)(F)F ((2-Trifluoromethylphenyl){4-[(6,7-dimethoxy-4-quinolyl)oxy]phenyl}methanone). Yield: 55.1%. RXN SMILES: [OH:1][C:2]1[CH:7]=[CH:6][C:5]([C:8]([C:10]2[CH:15]=[CH:14][CH:13]=[CH:12][C:11]=2[C:16]([F:19])([F:18])[F:17])=[O:9])=[CH:4][CH:3]=1.Cl[C:21]1[C:30]2[C:25](=[CH:26][C:27]([O:33][CH3:34])=[C:28]([O:31][CH3:32])[CH:29]=2)[N:24]=[CH:23][CH:22]=1>CN(C)C1C=CN=CC=1.C1(C)C(C)=CC=CC=1>[F:19][C:16]([F:17])([F:18])[C:11]1[CH:12]=[CH:13][CH:14]=[CH:15][C:10]=1[C:8]([C:5]1[CH:6]=[CH:7][C:2]([O:1][C:21]2[C:30]3[C:25](=[CH:26][C:27]([O:33][CH3:34])=[C:28]([O:31][CH3:32])[CH:29]=3)[N:24]=[CH:23][CH:22]=2)=[CH:3][CH:4]=1)=[O:9]. Reported procedure: Under argon, 2-trifluoromethylphenyl 4-hydroxyphenyl ketone (959 mg) obtained in Example 145 and 4-dimethylaminopyridine (484 mg) were added to xylene (7 ml), and the admixture was stirred at room temperature for 1 hour. 4-Chloro-6,7-dimethoxyquinoline (805 mg) was added, and the admixture was then refluxed with heat overnight. The reaction mixture was treated in the same manner as described in Example 130 to obtain 899 mg of the title compound (yield: 55%). Reactants: CC(=O)NC(C)(C)CNc1c(C)c(C)nc(Oc2ccccc2)c1[N+](=O)[O-], Cc1ccccc1. Product: CC(=O)NC(C)(C)CNc1c(C)c(C)nc(Oc2ccccc2)c1N. RXN SMILES: [CH3:1][c:2]1[n:3][c:4]([O:21][c:22]2[cH:23][cH:24][cH:25][cH:26][cH:27]2)[c:5]([N+:18]([O-:19])=[O:20])[c:6]([NH:9][CH2:10][C:11]([CH3:12])([CH3:13])[NH:14][C:15]([CH3:16])=[O:17])[c:7]1[CH3:8].[CH3:28][c:29]1[cH:30][cH:31][cH:32][cH:33][cH:34]1>>[CH3:1][c:2]1[n:3][c:4]([O:21][c:22]2[cH:23][cH:24][cH:25][cH:26][cH:27]2)[c:5]([NH2:18])[c:6]([NH:9][CH2:10][C:11]([CH3:12])([CH3:13])[NH:14][C:15]([CH3:16])=[O:17])[c:7]1[CH3:8]. As a reaction SMILES: Br[C:2]1[CH:11]=[CH:10][C:5]([C:6]([O:8]C)=[O:7])=[C:4]([NH:12][C:13]2[CH:18]=[CH:17][C:16]([F:19])=[CH:15][CH:14]=2)[CH:3]=1.[CH3:20][O:21][C:22]1[CH:23]=[C:24](B(O)O)[CH:25]=[CH:26][CH:27]=1.C(=O)([O-])[O-].[Na+].[Na+]>CN(C)C(=O)C>[F:19][C:16]1[CH:17]=[CH:18][C:13]([NH:12][C:4]2[CH:3]=[C:2]([C:26]3[CH:25]=[CH:24][CH:23]=[C:22]([O:21][CH3:20])[CH:27]=3)[CH:11]=[CH:10][C:5]=2[C:6]([OH:8])=[O:7])=[CH:14][CH:15]=1 |f:2.3.4|. Procedure details: To N,N-dimethylacetamide 2.5 mL solution of methyl 4-bromo-2-(4-fluoroanilino)benzoate 70 mg were added 3-methoxyphenylboronic acid 49 mg, sodium carbonate 57 mg and polymer-carried bis(acetato)triphenylphosphine palladium (II) 31 mg at room temperature, and it was stirred at 90° C. for 12 hours. After the reaction mixture was cooled to room temperature, insoluble matter was filtrated, ethyl acetate and 1.0 mol/L hydrochloric acid were added to it. The organic layer was separated and collected, ... Run in CN(C(C)=O)C (N,N-dimethylacetamide). Isolated yield 13.7%. Yields the product FC1=CC=C(NC2=C(C(=O)O)C=CC(=C2)C2=CC(=CC=C2)OC)C=C1 (2-(4-fluoroanilino)-4-(3-methoxyphenyl)benzoic acid). Starting materials: BrC1=CC(=C(C(=O)OC)C=C1)NC1=CC=C(C=C1)F (methyl 4-bromo-2-(4-fluoroanilino)benzoate), COC=1C=C(C=CC1)B(O)O (3-methoxyphenylboronic acid), C([O-])([O-])=O.[Na+].[Na+] (sodium carbonate), bis(acetato)triphenylphosphine palladium (II). Reaction conditions: temperature 90 celsius, time 12 hour. The reactants are O=C([O-])O, CC[SiH](CC)CC, CC#N, Oc1ccc(F)c(C(O)c2c[nH]c3ncc(-c4cccnc4)cc23)c1F, [Na+], O=C(O)C(F)(F)F. Yields the product Oc1ccc(F)c(Cc2c[nH]c3ncc(-c4cccnc4)cc23)c1F. As a reaction SMILES: [C:41](=[O:42])([OH:43])[O-:44].[CH2:34]([SiH:35]([CH2:36][CH3:37])[CH2:38][CH3:39])[CH3:40].[CH3:46][C:47]#[N:48].[F:1][c:2]1[c:3]([OH:26])[cH:4][cH:5][c:6]([F:25])[c:7]1[CH:8]([c:9]1[cH:10][nH:11][c:12]2[n:13][cH:14][c:15](-[c:18]3[cH:19][n:20][cH:21][cH:22][cH:23]3)[cH:16][c:17]12)[OH:24].[Na+:45].[OH:27][C:28]([C:29]([F:30])([F:31])[F:32])=[O:33]>>[F:1][c:2]1[c:3]([OH:26])[cH:4][cH:5][c:6]([F:25])[c:7]1[CH2:8][c:9]1[cH:10][nH:11][c:12]2[n:13][cH:14][c:15](-[c:18]3[cH:19][n:20][cH:21][cH:22][cH:23]3)[cH:16][c:17]12.